Dataset: the Open Reaction Database (ORD), a public repository of structured organic reaction records. Task: describe an organic reaction: reactants, conditions, products, and yield Starting materials: COC(CC1(CCC1)SC1=C(C(=C(C(=C1)C)O)C)C)=O ([1-(4-Hydroxy-2,3,5-trimethyl-phenylsulfanyl)-cyclobutyl]-acetic acid methyl ester), O (water), Cl (HCl). Run in [OH-].[Na+] (NaOH), CO (MeOH). Run at time 1 hour. The product is OC=1C(=C2C(CC3(SC2=C(C1C)C)CCC3)=O)C (6′-hydroxy-5′,7′,8′-trimethylspiro[cyclobutane-1,2′-thiochromen]-4′(3′H)-one). Isolated yield 87.1%. As a reaction SMILES: C[O:2][C:3](=O)[CH2:4][C:5]1([S:9][C:10]2[CH:15]=[C:14]([CH3:16])[C:13]([OH:17])=[C:12]([CH3:18])[C:11]=2[CH3:19])[CH2:8][CH2:7][CH2:6]1.O.Cl>[OH-].[Na+].CO>[OH:17][C:13]1[C:14]([CH3:16])=[C:15]2[C:10](=[C:11]([CH3:19])[C:12]=1[CH3:18])[S:9][C:5]1([CH2:6][CH2:7][CH2:8]1)[CH2:4][C:3]2=[O:2] |f:3.4|. Procedure: [1-(4-Hydroxy-2,3,5-trimethyl-phenylsulfanyl)-cyclobutyl]-acetic acid methyl ester (1.16 g) was suspended in 50 mL of 1N NaOH in MeOH and water (1:1, v/v), and the mixture was allowed to stir for 1 hour. The mixture was then acidified with 1 N HCl and extracted 3 times with ethyl acetate. The organic layer was washed with water and dried over anhydrous MgSO4, and concentrated in vacuo. The resulting acid was dissolved in 50 mL of concentrated sulfuric acid to form a homogeneous dark red solution...